Dataset: the Open Reaction Database (ORD), a public repository of structured organic reaction records. Task: describe an organic reaction: reactants, conditions, products, and yield Reactants: [OH-].[Na+] (NaOH), C1(CCCC1)OC=1C=C(CN2C(NC(C=3NC(=NC23)C(C)C)=O)=O)C=CC1OC (3-(3-cyclopentyloxy-4-methoxy-benzyl)-8-isopropyl-xanthine), P12(=S)SP3(=S)SP(=S)(S1)SP(=S)(S2)S3 (phosphorus pentasulfide). The solvent is N1=CC=CC=C1 (pyridine). Yields the product monohydrate, C1(CCCC1)OC=1C=C(CN2C(NC(C=3NC(=NC23)C(C)C)=S)=O)C=CC1OC (3-(3-Cyclopentyloxy-4-methoxy-benzyl)-8-isopropyl-6-thioxanthine). Yield: 151.0%. As a reaction SMILES: [CH:1]1([O:6][C:7]2[CH:8]=[C:9]([CH:25]=[CH:26][C:27]=2[O:28][CH3:29])[CH2:10][N:11]2[C:19]3[N:18]=[C:17]([CH:20]([CH3:22])[CH3:21])[NH:16][C:15]=3[C:14](=O)[NH:13][C:12]2=[O:24])[CH2:5][CH2:4][CH2:3][CH2:2]1.P12(SP3(SP(SP(S3)(S1)=S)(=S)S2)=S)=[S:31].[OH-].[Na+]>N1C=CC=CC=1>[CH:1]1([O:6][C:7]2[CH:8]=[C:9]([CH:25]=[CH:26][C:27]=2[O:28][CH3:29])[CH2:10][N:11]2[C:19]3[N:18]=[C:17]([CH:20]([CH3:22])[CH3:21])[NH:16][C:15]=3[C:14](=[S:31])[NH:13][C:12]2=[O:24])[CH2:5][CH2:4][CH2:3][CH2:2]1 |f:2.3|. Procedure: 3.59 g of 3-(3-cyclopentyloxy-4-methoxy-benzyl)-8-isopropyl-xanthine and 2.40 g of phosphorus pentasulfide were heated under reflux in 60 ml of pyridine for 8 hours. At -5° C., 11.9 ml of 2N NaOH were added slowly. The suspension was evaporated to dryness, the residue suspended in 100 ml of water, neutralized to pH 8, and the solid, collected, washed and dried to give the crude 6-thioxanthine (3.45 g). Purification by filtration chromatography (SiO2, 15 g; chloroform) yielded a solid which was r...